This data is from the Open Reaction Database (ORD), a public repository of structured organic reaction records. The task is: describe an organic reaction: reactants, conditions, products, and yield Reactants: NC1=C(C=C(C(=O)N2CCN(CC2)CC2=CC=C(O2)C(=O)NC(C)(C)C)C=C1)F (5-((4-(4-amino-3-fluorobenzoyl)piperazin-1-yl)methyl)-N-tert-butylfuran-2-carboxamide), ClC(=O)OC1=CC=C(C=C1)[N+](=O)[O-] (4-nitrophenol chloroformate), C1(CCC1)N (Cyclobutylamine). Solvent: ClCCl (dichloromethane), O (water). Reaction conditions: time 30 minute. The product is C(C)(C)(C)NC(=O)C=1OC(=CC1)CN1CCN(CC1)C(C1=CC(=C(C=C1)NC(=O)NC1CCC1)F)=O (N-tert-Butyl-5-((4-(4-(3-cyclobutylureido)-3-fluorobenzoyl)piperazin-1-yl)methyl)furan-2-carboxamide). The yield is 8.4%. RXN SMILES: [NH2:1][C:2]1[CH:28]=[CH:27][C:5]([C:6]([N:8]2[CH2:13][CH2:12][N:11]([CH2:14][C:15]3[O:19][C:18]([C:20]([NH:22][C:23]([CH3:26])([CH3:25])[CH3:24])=[O:21])=[CH:17][CH:16]=3)[CH2:10][CH2:9]2)=[O:7])=[CH:4][C:3]=1[F:29].Cl[C:31](OC1C=CC([N+]([O-])=O)=CC=1)=[O:32].[CH:43]1([NH2:47])[CH2:46][CH2:45][CH2:44]1>ClCCl.O>[C:23]([NH:22][C:20]([C:18]1[O:19][C:15]([CH2:14][N:11]2[CH2:10][CH2:9][N:8]([C:6](=[O:7])[C:5]3[CH:27]=[CH:28][C:2]([NH:1][C:31]([NH:47][CH:43]4[CH2:46][CH2:45][CH2:44]4)=[O:32])=[C:3]([F:29])[CH:4]=3)[CH2:13][CH2:12]2)=[CH:16][CH:17]=1)=[O:21])([CH3:26])([CH3:24])[CH3:25]. Reported procedure: 5-((4-(4-amino-3-fluorobenzoyl)piperazin-1-yl)methyl)-N-tert-butylfuran-2-carboxamide (113 mg, 0.280 mmol) and 4-nitrophenol chloroformate (56 mg, 0.238 mmol) were combined and stirred in dichloromethane for 1 hour at room temperature. Cyclobutylamine (59.6 mg, 0.839 mmol, 71.6 μl) was added and the reaction was stirred for 30 minutes. The reaction mixture was diluted with water and flushed through a hydrophobic frit. The organic phase was concentrated under vacuum and purified by acidic reverse...